The task is: describe an organic reaction: reactants, conditions, products, and yield. This data is from the Open Reaction Database (ORD), a public repository of structured organic reaction records. Starting materials: S(=O)(=O)(O)O.CSC(N)=N (S-methylisothiourea sulfate), CC1=C(N=C(N1)C1=CC=CC=C1)CCOC=1C=C(C=O)C=CC1 (3-{2-[5-methyl-2-phenylimidazol-4-yl]ethoxy}benzaldehyde), OC=1C=C(C=O)C=CC1 (3-hydroxybenzaldehyde), ClCCC=1N=C(NC1C)C1=CC=CC=C1 (4-chloroethyl-5-methyl-2-phenylimidazole), C(#N)CC(=O)OCC (ethyl cyanoacetate), O=P(Cl)(Cl)Cl (POCl3), SCC(=O)OCC (ethyl 2-mercaptoacetate). Run in ClCCl.C(C)(=O)OCC (dichloromethane ethyl acetate). Yields the product NC1=C(SC=2N=C(N=C(C21)C2=CC(=CC=C2)OCCC=2N=C(NC2C)C2=CC=CC=C2)C)C(=S)OCC (Ethyl 5-Amino-4-(3-{2-[5-methyl-2-phenylimidazol-4-yl]ethoxy}phenyl)-2-methylthio-thieno[2,3-d]pyrimidine-6-carboxylate). Reaction SMILES: S(O)(O)(=O)=O.[CH3:6][S:7][C:8](=[NH:10])N.[CH3:11][C:12]1[NH:16][C:15]([C:17]2[CH:22]=[CH:21][CH:20]=[CH:19][CH:18]=2)=[N:14][C:13]=1[CH2:23][CH2:24][O:25][C:26]1[CH:27]=[C:28]([CH:31]=[CH:32][CH:33]=1)[CH:29]=O.OC1C=[C:37](C=CC=1)[CH:38]=[O:39].ClCCC1N=C(C2C=CC=CC=2)[NH:49][C:50]=1[CH3:51].[C:58]([CH2:60]C(OCC)=O)#[N:59].O=P(Cl)(Cl)Cl.[SH:71][CH2:72]C(OCC)=O>ClCCl.C(OCC)(=O)C>[NH2:59][C:58]1[C:60]2[C:29]([C:28]3[CH:31]=[CH:32][CH:33]=[C:26]([O:25][CH2:24][CH2:23][C:13]4[N:14]=[C:15]([C:17]5[CH:22]=[CH:21][CH:20]=[CH:19][CH:18]=5)[NH:16][C:12]=4[CH3:11])[CH:27]=3)=[N:49][C:50]([CH3:51])=[N:10][C:8]=2[S:7][C:6]=1[C:72]([O:39][CH2:38][CH3:37])=[S:71] |f:0.1,8.9|. Reported procedure: Cyclization of S-methylisothiourea sulfate (139 mg), 3-{2-[5-methyl-2-phenylimidazol-4-yl]ethoxy}benzaldehyde (496 mg, synthesized from 3-hydroxybenzaldehyde (489 mg) and 4-chloroethyl-5-methyl-2-phenylimidazole (1.03 g) via the procedure described in example 79a) and ethyl cyanoacetate (112 μl), treatment of the product with POCl3 and subsequent reaction with ethyl 2-mercaptoacetate were performed according to the methods described in example 1. The pure title compound was obtained after chroma... Reactants: C[Si](C)(C)Cl, O, CC(=O)C1=CCC2C3CCC4=CC(=O)C=CC4(C)C3C(O)CC12C, c1ccncc1. Yields the product CC(=O)C1=CCC2C3CCC4=CC(=O)C=CC4(C)C3C(O[Si](C)(C)C)CC12C. Reaction SMILES: [CH3:31][Si:32]([Cl:33])([CH3:34])[CH3:35].[OH2:36].[OH:1][CH:2]1[CH:3]2[C:4]3([CH3:24])[CH:5]=[CH:6][C:7](=[O:23])[CH:8]=[C:9]3[CH2:10][CH2:11][CH:12]2[CH:13]2[CH2:14][CH:15]=[C:16]([C:17]([CH3:18])=[O:19])[C:20]2([CH3:22])[CH2:21]1.[cH:25]1[cH:26][cH:27][n:28][cH:29][cH:30]1>>[O:1]([CH:2]1[CH:3]2[C:4]3([CH3:24])[CH:5]=[CH:6][C:7](=[O:23])[CH:8]=[C:9]3[CH2:10][CH2:11][CH:12]2[CH:13]2[CH2:14][CH:15]=[C:16]([C:17]([CH3:18])=[O:19])[C:20]2([CH3:22])[CH2:21]1)[Si:32]([CH3:31])([CH3:34])[CH3:35].